From a dataset of the Open Reaction Database (ORD), a public repository of structured organic reaction records. describe an organic reaction: reactants, conditions, products, and yield The reactants are C[Si](C)(C)[Si](CCO)([Si](C)(C)C)[Si](C)(C)C, C=C(C[Si](C)(C)C)C(=O)OCC, Cc1ccccc1, C[O-], C[O-], C[O-], C[O-], CCO, [Ti+4]. Product: C=C(C[Si](C)(C)C)C(=O)OCC[Si]([Si](C)(C)C)([Si](C)(C)C)[Si](C)(C)C. RXN SMILES: [CH3:13][Si:14]([CH3:15])([CH3:16])[Si:17]([CH2:18][CH2:19][OH:20])([Si:21]([CH3:22])([CH3:23])[CH3:24])[Si:25]([CH3:26])([CH3:27])[CH3:28].[CH3:1][Si:2]([CH3:3])([CH3:4])[CH2:5][C:6]([C:7](=[O:8])[O:9][CH2:10][CH3:11])=[CH2:12].[CH3:29][c:30]1[cH:31][cH:32][cH:33][cH:34][cH:35]1.[CH3:36][O-:37].[CH3:38][O-:39].[CH3:40][O-:41].[CH3:42][O-:43].[CH3:45][CH2:46][OH:47].[Ti+4:44]>>[CH3:1][Si:2]([CH3:3])([CH3:4])[CH2:5][C:6]([C:7](=[O:8])[O:9][CH2:10][CH2:11][Si:17]([Si:14]([CH3:13])([CH3:15])[CH3:16])([Si:21]([CH3:22])([CH3:23])[CH3:24])[Si:25]([CH3:26])([CH3:27])[CH3:28])=[CH2:12]. Reactants: OC1=CC=C(C=C1)CCCCCCC(=O)O (7-(4-hydroxyphenyl)heptanoic acid), Cl (HCl), C(C)O (ethanol), C([O-])(O)=O.[Na+] (sodium bicarbonate). The product is OC1=CC=C(C=C1)CCCCCCC(=O)OCC (Ethyl 7-(4-hydroxyphenyl)heptanoate). RXN SMILES: [OH:1][C:2]1[CH:7]=[CH:6][C:5]([CH2:8][CH2:9][CH2:10][CH2:11][CH2:12][CH2:13][C:14]([OH:16])=[O:15])=[CH:4][CH:3]=1.Cl.C(=O)(O)[O-].[Na+].[CH2:23](O)[CH3:24]>>[OH:1][C:2]1[CH:3]=[CH:4][C:5]([CH2:8][CH2:9][CH2:10][CH2:11][CH2:12][CH2:13][C:14]([O:16][CH2:23][CH3:24])=[O:15])=[CH:6][CH:7]=1 |f:2.3|. Procedure details: A 500 ml single-neck flask was charged with 7-(4-hydroxyphenyl)heptanoic acid (A4) (17.7 g, 79.7 mmole), 35 ml of the 25% HCl solution, and ethanol (90 ml). The flask was immersed in an oil bath and refluxed 4.5 hours. After cooling to room temperature, the contents were poured onto ice water (750 ml) and 375 ml of saturated sodium bicarbonate were added. The mixture was extracted with ether (3×225 ml), the combined organic layers dried (MgSO4), and concentrated by rotary evaporation (2-4 hours ... The product is OB(O)c1cc(C(F)(F)F)ccc1O. Starting materials: BrB(Br)Br, COc1ccc(C(F)(F)F)cc1B(O)O, COC, ClCCl, O. RXN SMILES: [B:16]([Br:17])([Br:18])[Br:19].[CH3:1][O:2][c:3]1[c:4]([B:13]([OH:14])[OH:15])[cH:5][c:6]([C:9]([F:10])([F:11])[F:12])[cH:7][cH:8]1.[CH3:21][O:22][CH3:23].[Cl:24][CH2:25][Cl:26].[OH2:20]>>[OH:2][c:3]1[c:4]([B:13]([OH:14])[OH:15])[cH:5][c:6]([C:9]([F:10])([F:11])[F:12])[cH:7][cH:8]1. The reactants are O=C([O-])O, CC(C)(C)OC(=O)NCCCn1c(=O)c(Br)cn(Cc2ccccc2)c1=O, [Cl-], [Cl-], [Li]c1ccccc1, [Na+], [Zn+2], c1ccc(P(c2ccccc2)(c2ccccc2)[Pd](P(c2ccccc2)(c2ccccc2)c2ccccc2)(P(c2ccccc2)(c2ccccc2)c2ccccc2)P(c2ccccc2)(c2ccccc2)c2ccccc2)cc1. Yields the product CC(C)(C)OC(=O)NCCCn1c(=O)c(-c2ccccc2)cn(Cc2ccccc2)c1=O. As a reaction SMILES: [C:115](=[O:116])([OH:117])[O-:118].[C:8]([CH3:9])([CH3:10])([CH3:11])[O:12][C:13](=[O:14])[NH:15][CH2:16][CH2:17][CH2:18][n:19]1[c:20](=[O:34])[n:21]([CH2:27][c:28]2[cH:29][cH:30][cH:31][cH:32][cH:33]2)[cH:22][c:23]([Br:26])[c:24]1=[O:25].[Cl-:35].[Cl-:37].[Li:1][c:2]1[cH:3][cH:4][cH:5][cH:6][cH:7]1.[Na+:119].[Zn+2:36].[cH:38]1[cH:39][cH:40][c:41]([P:42]([Pd:43]([P:44]([c:45]2[cH:46][cH:47][cH:48][cH:49][cH:50]2)([c:51]2[cH:52][cH:53][cH:54][cH:55][cH:56]2)[c:57]2[cH:58][cH:59][cH:60][cH:61][cH:62]2)([P:63]([c:64]2[cH:65][cH:66][cH:67][cH:68][cH:69]2)([c:70]2[cH:71][cH:72][cH:73][cH:74][cH:75]2)[c:76]2[cH:77][cH:78][cH:79][cH:80][cH:81]2)[P:82]([c:83]2[cH:84][cH:85][cH:86][cH:87][cH:88]2)([c:89]2[cH:90][cH:91][cH:92][cH:93][cH:94]2)[c:95]2[cH:96][cH:97][cH:98][cH:99][cH:100]2)([c:101]2[cH:102][cH:103][cH:104][cH:105][cH:106]2)[c:107]2[cH:108][cH:109][cH:110][cH:111][cH:112]2)[cH:113][cH:114]1>>[c:2]1(-[c:23]2[cH:22][n:21]([CH2:27][c:28]3[cH:29][cH:30][cH:31][cH:32][cH:33]3)[c:20](=[O:34])[n:19]([CH2:18][CH2:17][CH2:16][NH:15][C:13]([O:12][C:8]([CH3:9])([CH3:10])[CH3:11])=[O:14])[c:24]2=[O:25])[cH:3][cH:4][cH:5][cH:6][cH:7]1. The reactants are ClC1=CC=C(C=C1)C1=NC2=C(N1C(COCC1CCCCC1)C1CCCCC1)C=C(C(=C2)F)F (2-(4-Chloro-phenyl)-1-(1-cyclohexyl-2-cyclohexylmethoxy-ethyl)-5,6-difluoro-1H-benzoimidazole), ClC1=CC=C(C=C1)C1=NC2=C(N1C(COCC1CCCCC1)C1CCCCC1)C=C(C(=C2)F)F (2-(4-Chloro-phenyl)-1-(1-cyclohexyl-2-cyclohexylmethoxy-ethyl)-5,6-difluoro-1H-benzoimidazole), BrCC1=C(C=C(C(=O)OC)C=C1)OC (methyl 4-(bromomethyl)-3-methoxybenzoate). Yields the product COC(C1=CC(=C(C=C1)COCC(C1CCCCC1)N1C(=NC2=C1C=C(C(=C2)F)F)C2=CC=C(C=C2)Cl)OC)=O (4-{2-[2-(4-Chloro-phenyl)-5,6-difluoro-benzoimidazol-1-yl]-2-cyclohexyl-ethoxymethyl}-3-methoxy-benzoic acid methyl ester), compound. The yield is 73.0%. RXN SMILES: [Cl:1][C:2]1[CH:7]=[CH:6][C:5]([C:8]2[N:12]([CH:13]([CH:23]3[CH2:28][CH2:27][CH2:26][CH2:25][CH2:24]3)[CH2:14][O:15]CC3CCCCC3)[C:11]3[CH:29]=[C:30]([F:34])[C:31]([F:33])=[CH:32][C:10]=3[N:9]=2)=[CH:4][CH:3]=1.Br[CH2:36][C:37]1[CH:46]=[CH:45][C:40]([C:41]([O:43][CH3:44])=[O:42])=[CH:39][C:38]=1[O:47][CH3:48]>>[CH3:44][O:43][C:41](=[O:42])[C:40]1[CH:45]=[CH:46][C:37]([CH2:36][O:15][CH2:14][CH:13]([N:12]2[C:11]3[CH:29]=[C:30]([F:34])[C:31]([F:33])=[CH:32][C:10]=3[N:9]=[C:8]2[C:5]2[CH:6]=[CH:7][C:2]([Cl:1])=[CH:3][CH:4]=2)[CH:23]2[CH2:28][CH2:27][CH2:26][CH2:25][CH2:24]2)=[C:38]([O:47][CH3:48])[CH:39]=1. Reported procedure: The title compound was prepared in analogy to Example 26, intermediate, from 2-[2-(4-chloro-phenyl)-5,6-difluoro-benzoimidazol-1-yl]-2-cyclohexyl-ethanol (Example 1, intermediate c) and methyl 4-(bromomethyl)-3-methoxybenzoate (commercially available), to give the compound as light yellow solid (73%). MS (Turbo Spray): m/z=569.4 [M+H]. Product: CC(F)(F)F (HFC-143a), C(C(F)(F)F)(F)F (HFC-125), C(C(F)(F)F)Cl (HCFC-133a). Reported procedure: From the above results, it is believed that the reaction of HCFC-133a into HFC-134a occurs predominantly and HFC-143a and HFC-125 are produced from a side reaction in the first reactor, whereas the reaction of TCE into HCFC-133a is predominant but production of HFC-134a from HFC-134a is little in the second reactor. As a reaction SMILES: [CH2:1]([Cl:6])[C:2]([F:5])([F:4])[F:3].[CH2:7]([F:12])[C:8]([F:11])([F:10])[F:9]>>[CH3:1][C:2]([F:5])([F:4])[F:3].[CH:7]([F:3])([F:12])[C:8]([F:11])([F:10])[F:9].[CH2:1]([Cl:6])[C:2]([F:5])([F:4])[F:3]. The reactants are C(C(F)(F)F)Cl (HCFC-133a), C(C(F)(F)F)F (HFC-134a). Reactants: [O-][Cl+3]([O-])([O-])[O-], [Li+], Nc1ccc(F)cc1, O=C(OCc1ccccc1)N1CCC2(CC1)CO2. The product is O=C(OCc1ccccc1)N1CCC(O)(CNc2ccc(F)cc2)CC1. As a reaction SMILES: [Cl+3:27]([O-:28])([O-:29])([O-:30])[O-:31].[Li+:32].[NH2:19][c:20]1[cH:21][cH:22][c:23]([F:24])[cH:25][cH:26]1.[O:1]1[CH2:2][C:3]12[CH2:4][CH2:5][N:6]([C:9](=[O:10])[O:11][CH2:12][c:13]1[cH:14][cH:15][cH:16][cH:17][cH:18]1)[CH2:7][CH2:8]2>>[OH:1][C:3]1([CH2:2][NH:19][c:20]2[cH:21][cH:22][c:23]([F:24])[cH:25][cH:26]2)[CH2:4][CH2:5][N:6]([C:9](=[O:10])[O:11][CH2:12][c:13]2[cH:14][cH:15][cH:16][cH:17][cH:18]2)[CH2:7][CH2:8]1. The reactants are CCOC(=O)C(Oc1ccc2cc(CN)[nH]c2c1)C(=O)OCC, CCN(C(C)C)C(C)C, ClCCl, O=S(=O)(Cl)c1ccccc1. Yields the product CCOC(=O)C(Oc1ccc2cc(CNS(=O)(=O)c3ccccc3)[nH]c2c1)C(=O)OCC. Reaction SMILES: [CH2:1]([CH3:2])[O:3][C:4]([CH:5]([C:6](=[O:7])[O:8][CH2:9][CH3:10])[O:11][c:12]1[cH:13][cH:14][c:15]2[cH:16][c:17]([CH2:21][NH2:22])[nH:18][c:19]2[cH:20]1)=[O:23].[CH:24]([N:25]([CH2:26][CH3:27])[CH:28]([CH3:29])[CH3:30])([CH3:31])[CH3:32].[Cl:43][CH2:44][Cl:45].[c:33]1([S:39](=[O:40])(=[O:41])[Cl:42])[cH:34][cH:35][cH:36][cH:37][cH:38]1>>[CH2:1]([CH3:2])[O:3][C:4]([CH:5]([C:6](=[O:7])[O:8][CH2:9][CH3:10])[O:11][c:12]1[cH:13][cH:14][c:15]2[cH:16][c:17]([CH2:21][NH:22][S:39]([c:33]3[cH:34][cH:35][cH:36][cH:37][cH:38]3)(=[O:40])=[O:41])[nH:18][c:19]2[cH:20]1)=[O:23]. The reactants are COC(C(C1OC(C2=C3C(C=CC=C13)=CC=C2)=O)[N+](=O)[O-])=O (nitro-(3-oxo-1H,3H-benzo[de]isochromen-1-yl)-acetic acid methyl ester), C(C)(=O)O (acetic acid), C(C)(=O)OCC (Ethyl acetate). The reagents and catalysts are [Fe] (Fe). Run in CCO (EtOH). Run at temperature 100 celsius, time 90 minute. Product: COC(=O)C=1CC(C2=CC=CC3=C2C1C=NC=C3)=O (1-Oxo-1,2-dihydronaphtho[1,8-cd]azepine-3-carboxylic Acid Methyl Ester). RXN SMILES: COC(=O)[CH:4]([N+:19]([O-])=O)[CH:5]1[C:14]2[C:9]3[C:10](=[CH:15][CH:16]=[CH:17][C:8]=3[C:7](=O)O1)[CH:11]=[CH:12][CH:13]=2.C(O)(=[O:25])C.[C:27]([O:30][CH2:31]C)(=[O:29])C>CCO.[Fe]>[CH3:31][O:30][C:27]([C:17]1[CH2:16][C:15](=[O:25])[C:10]2[C:9]3[C:8]=1[CH:7]=[N:19][CH:4]=[CH:5][C:14]=3[CH:13]=[CH:12][CH:11]=2)=[O:29]. Procedure: To a solution of nitro-(3-oxo-1H,3H-benzo[de]isochromen-1-yl)-acetic acid methyl ester (1.05 g, 3.33 mmol) in EtOH (12 mL) is added acetic acid (4 mL) followed by Fe (560 mg, 10 mmol) and the mixture is stirred at 100° C. for 90 min. Ethyl acetate is added to the mixture and any insoluble material is filtered. The filtrate is washed with water and the organic phase is dried over magnesium sulfate. The solvent is removed under reduced pressure and the residue purified by flash chromatography usin... Starting materials: N1(CCCCC1)C=1SC2=C(N1)C(=CC=C2C(=O)O)OC (2-(piperidin-1-yl)-4-methoxybenzothiazole-7-carboxylic acid), C1=CC(=CC=C1[N+](=O)[O-])O (p-nitrophenol), Cl.CN(CCCN=C=NCC)C (1-(3-dimethylaminopropyl)-3-ethyl carbodiimide hydrochloride). The solvent is ClCCl (dichloromethane). Yields the product [N+](=O)([O-])C1=CC=C(C=C1)OC(=O)C1=CC=C(C=2N=C(SC21)N2CCCCC2)OC (2-(Piperidin-1-yl)-4-methoxybenzothiazole-7-carboxylic acid 4-nitrophenyl ester). Isolated yield 89.3%. RXN SMILES: [N:1]1([C:7]2[S:8][C:9]3[C:15]([C:16]([OH:18])=[O:17])=[CH:14][CH:13]=[C:12]([O:19][CH3:20])[C:10]=3[N:11]=2)[CH2:6][CH2:5][CH2:4][CH2:3][CH2:2]1.[CH:21]1[C:26]([N+:27]([O-:29])=[O:28])=[CH:25][CH:24]=[C:23](O)[CH:22]=1.Cl.CN(C)CCCN=C=NCC>ClCCl>[N+:27]([C:26]1[CH:21]=[CH:22][C:23]([O:17][C:16]([C:15]2[C:9]3[S:8][C:7]([N:1]4[CH2:6][CH2:5][CH2:4][CH2:3][CH2:2]4)=[N:11][C:10]=3[C:12]([O:19][CH3:20])=[CH:13][CH:14]=2)=[O:18])=[CH:24][CH:25]=1)([O-:29])=[O:28] |f:2.3|. Procedure details: Starting from 2-(piperidin-1-yl)-4-methoxybenzothiazole-7-carboxylic acid (190 mg), p-nitrophenol (100 mg), and 1-(3-dimethylaminopropyl)-3-ethyl carbodiimide hydrochloride (150 mg) in dichloromethane (20 ml). Purification by column chromatography (eluent 50% ethylacetate in hexane) yielded the title compound as an off-white solid (240 mg). TLC Rf 0.39 (50% ethyl acetate in hexane).